Task: describe an organic reaction: reactants, conditions, products, and yield. Dataset: the Open Reaction Database (ORD), a public repository of structured organic reaction records The reactants are C1(=CC=CC=C1)N1C(NC(C1)=O)=O (1-phenyl-imidazolidin-2,4-dione), COC=1C=C(C(=O)Cl)C=CC1 (3-methoxybenzoyl chloride). The solvent is N1=CC=CC=C1 (pyridine). Yields the product C1(=CC=CC=C1)N1C(N(C(C1)=O)C(C1=CC(=CC=C1)OC)=O)=O (1-phenyl-3-(3-methoxybenzoyl)-imidazolidin-2,4-dione). Isolated yield 8.8%. As a reaction SMILES: [C:1]1([N:7]2[CH2:11][C:10](=[O:12])[NH:9][C:8]2=[O:13])[CH:6]=[CH:5][CH:4]=[CH:3][CH:2]=1.[CH3:14][O:15][C:16]1[CH:17]=[C:18]([CH:22]=[CH:23][CH:24]=1)[C:19](Cl)=[O:20]>N1C=CC=CC=1>[C:1]1([N:7]2[CH2:11][C:10](=[O:12])[N:9]([C:19](=[O:20])[C:18]3[CH:22]=[CH:23][CH:24]=[C:16]([O:15][CH3:14])[CH:17]=3)[C:8]2=[O:13])[CH:2]=[CH:3][CH:4]=[CH:5][CH:6]=1. Reported procedure: In a similar manner to Example 8, 580 mg (3.30 mmol) of 1-phenyl-imidazolidin-2,4-dione were reacted with560 mg (3.29 mmol) of 3-methoxybenzoyl chloride. After completion of the reaction, pyridine was distilled off under reduced pressure, and the resultant residue was subjected to extraction with ethyl acetate. The organic layer was washed with dilute hydrochloric acid and with saturated saline. The thus-washed organic layer was dried over anhydrous magnesium sulfate, and the solvent was then di... Starting materials: CCO, CCOC(C)=O, CCO, Cl, CCOC(=O)CCC(=O)N1CCC2(CC1)CC(c1ccc(C=NN)cc1)=NO2, [Na+], [OH-], O. Product: NN=Cc1ccc(C2=NOC3(CCN(C(=O)CCC(=O)O)CC3)C2)cc1. RXN SMILES: [CH2:30]([OH:31])[CH3:32].[CH3:34][CH2:35][O:36][C:37](=[O:38])[CH3:39].[CH3:40][CH2:41][OH:42].[ClH:1].[NH2:2][N:3]=[CH:4][c:5]1[cH:6][cH:7][c:8]([C:11]2=[N:12][O:13][C:14]3([CH2:15]2)[CH2:16][CH2:17][N:18]([C:21]([CH2:22][CH2:23][C:24](=[O:25])[O:26][CH2:27][CH3:28])=[O:29])[CH2:19][CH2:20]3)[cH:9][cH:10]1.[Na+:44].[OH-:43].[OH2:33]>>[NH2:2][N:3]=[CH:4][c:5]1[cH:6][cH:7][c:8]([C:11]2=[N:12][O:13][C:14]3([CH2:15]2)[CH2:16][CH2:17][N:18]([C:21]([CH2:22][CH2:23][C:24](=[O:25])[OH:26])=[O:29])[CH2:19][CH2:20]3)[cH:9][cH:10]1. Reactants: C(=O)OCC(C=C)O (4-formyloxy-3-hydroxy-1-butene), C(C)C(C([O-])([O-])[O-])(CC)CC (triethylorthoacetate), C(C)O (ethanol). The reagents and catalysts are C(CC)(=O)O (propionic acid). Yields the product C(=O)OCC=CCCC(=O)OCC (ETHYL 6-FORMYLOXY-4-HEXENOATE). Reaction SMILES: [CH:1]([O:3][CH2:4][CH:5](O)[CH:6]=[CH2:7])=[O:2].C([C:11](CC)(CC)[C:12]([O-:15])([O-:14])[O-])C.[CH2:20](O)[CH3:21]>C(O)(=O)CC>[CH:1]([O:3][CH2:4][CH:5]=[CH:6][CH2:7][CH2:11][C:12]([O:14][CH2:20][CH3:21])=[O:15])=[O:2]. Procedure details: A solution of 4-formyloxy-3-hydroxy-1-butene (1.06 g, 10 mmol) and propionic acid (1 drop) in triethylorthoacetate (6 g, 40 mmol) was heated at 140° C. under conditions for distillative removal of ethanol. After 2 H, the excess of ethylorthoacetate was removed by distillation in vacuo. The residue was hydrolysed with water and extracted with AcOEt. The product was purified by flash chromatography on SiO2 (eluant AcOEt: hexane, 2:8) (1 g, 60%) but distillative purification is preferred when large... Starting materials: O=C([O-])[O-], CC1(C)c2cccc(P(c3ccccc3)c3ccccc3)c2Oc2c(P(c3ccccc3)c3ccccc3)cccc21, CCOC(C)=O, Cc1ccccc1, CC1CCc2ncnc(Cl)c21, CC(C)(C)OC(=O)N1CCC2(CC1)CNc1ccc(Cl)cc12, [Cs+], [Cs+], CC(=O)[O-], CC(=O)[O-], [Pd+2]. Yields the product CC1CCc2ncnc(N3CC4(CCN(C(=O)OC(C)(C)C)CC4)c4cc(Cl)ccc43)c21. RXN SMILES: [C:76](=[O:77])([O-:78])[O-:79].[CH3:1][C:2]1([CH3:3])[c:4]2[cH:5][cH:6][cH:7][c:8]([P:9]([c:10]3[cH:11][cH:12][cH:13][cH:14][cH:15]3)[c:16]3[cH:17][cH:18][cH:19][cH:20][cH:21]3)[c:22]2[O:23][c:24]2[c:25]1[cH:26][cH:27][cH:28][c:29]2[P:30]([c:31]1[cH:32][cH:33][cH:34][cH:35][cH:36]1)[c:37]1[cH:38][cH:39][cH:40][cH:41][cH:42]1.[CH3:82][CH2:83][O:84][C:85]([CH3:86])=[O:87].[CH3:97][c:98]1[cH:99][cH:100][cH:101][cH:102][cH:103]1.[Cl:43][c:44]1[c:45]2[c:46]([n:47][cH:48][n:49]1)[CH2:50][CH2:51][CH:52]2[CH3:53].[Cl:54][c:55]1[cH:56][c:57]2[c:61]([cH:62][cH:63]1)[NH:60][CH2:59][C:58]21[CH2:64][CH2:65][N:66]([C:69](=[O:70])[O:71][C:72]([CH3:73])([CH3:74])[CH3:75])[CH2:67][CH2:68]1.[Cs+:80].[Cs+:81].[O-:89][C:90]([CH3:91])=[O:92].[O-:93][C:94]([CH3:95])=[O:96].[Pd+2:88]>>[c:44]1([N:60]2[CH2:59][C:58]3([c:57]4[cH:56][c:55]([Cl:54])[cH:63][cH:62][c:61]42)[CH2:64][CH2:65][N:66]([C:69](=[O:70])[O:71][C:72]([CH3:73])([CH3:74])[CH3:75])[CH2:67][CH2:68]3)[c:45]2[c:46]([n:47][cH:48][n:49]1)[CH2:50][CH2:51][CH:52]2[CH3:53]. The reactants are CCCCN1C(CO)=C(c2ccccc2)NC1I, CCOc1cccc(CN)c1, ClCCl, [K+], [K+], O=C([O-])[O-], CN(C)C=O, O=S(Cl)Cl. Yields the product CCCCN1C(CNCc2cccc(OCC)c2)=C(c2ccccc2)NC1I. Reaction SMILES: [CH2:1]([CH2:2][CH2:3][CH3:4])[N:5]1[CH:6]([I:18])[NH:7][C:8]([c:12]2[cH:13][cH:14][cH:15][cH:16][cH:17]2)=[C:9]1[CH2:10][OH:11].[CH2:23]([CH3:24])[O:25][c:26]1[cH:27][c:28]([CH2:29][NH2:30])[cH:31][cH:32][cH:33]1.[Cl:40][CH2:41][Cl:42].[K+:34].[K+:35].[O-:36][C:37]([O-:38])=[O:39].[O:43]=[CH:44][N:45]([CH3:46])[CH3:47].[S:19]([Cl:20])([Cl:21])=[O:22]>>[CH2:1]([CH2:2][CH2:3][CH3:4])[N:5]1[CH:6]([I:18])[NH:7][C:8]([c:12]2[cH:13][cH:14][cH:15][cH:16][cH:17]2)=[C:9]1[CH2:10][NH:30][CH2:29][c:28]1[cH:27][c:26]([O:25][CH2:23][CH3:24])[cH:33][cH:32][cH:31]1. The reactants are CCOC(=O)C1(C(=O)OCC)CC1, CCO, [Na+], [OH-]. The product is CCOC(=O)C1(C(=O)O)CC1. Reaction SMILES: [C:1]1([C:4](=[O:5])[O:6][CH2:7][CH3:8])([C:9](=[O:10])[O:11][CH2:12][CH3:13])[CH2:2][CH2:3]1.[CH3:14][CH2:15][OH:16].[Na+:18].[OH-:17]>>[C:1]1([C:4](=[O:5])[O:6][CH2:7][CH3:8])([C:9](=[O:10])[OH:11])[CH2:2][CH2:3]1. Reactants: CC1=C(C(NC(=C1)C)=O)CNC(C1=C(C(=CC=C1)F)C(F)(F)F)=O (N-[(4,6-dimethyl-2-oxo-1,2-dihydropyridin-3-yl)methyl]-3-fluoro-2-(trifluoro methyl)benzamide), C(C1=CC=CC=C1)N (benzylamine). Conditions: temperature 210 celsius. Product: C(C1=CC=CC=C1)NC=1C(=C(C(=O)NCC=2C(NC(=CC2C)C)=O)C=CC1)C(F)(F)F (3-(benzylamino)-N-[(4,6-dimethyl-2-oxo-1,2-dihydropyridin-3-yl)methyl]-2-(trifluoromethyl)benzamide). Isolated yield 31.1%. As a reaction SMILES: [CH3:1][C:2]1[CH:7]=[C:6]([CH3:8])[NH:5][C:4](=[O:9])[C:3]=1[CH2:10][NH:11][C:12](=[O:24])[C:13]1[CH:18]=[CH:17][CH:16]=[C:15](F)[C:14]=1[C:20]([F:23])([F:22])[F:21].[CH2:25]([NH2:32])[C:26]1[CH:31]=[CH:30][CH:29]=[CH:28][CH:27]=1>>[CH2:25]([NH:32][C:15]1[C:14]([C:20]([F:23])([F:22])[F:21])=[C:13]([CH:18]=[CH:17][CH:16]=1)[C:12]([NH:11][CH2:10][C:3]1[C:4](=[O:9])[NH:5][C:6]([CH3:8])=[CH:7][C:2]=1[CH3:1])=[O:24])[C:26]1[CH:31]=[CH:30][CH:29]=[CH:28][CH:27]=1. Procedure details: A suspension of N-[(4,6-dimethyl-2-oxo-1,2-dihydropyridin-3-yl)methyl]-3-fluoro-2-(trifluoro methyl)benzamide (0.80 g, 2.34 mmol) in benzylamine (2.6 ml, 23.4 mmol) was heated in a microwave reactor at 210° C. for 4 h. After cooling distilled water (20 ml) was added to the slurry and 2M HCl was added until the suspension was at pH5. and the mixture was extracted using EtOAc (3×50 ml). The combined organics were washed with pH5 HCl solution (2×50 ml), brine (30 ml), dried using Na2SO4 filtered an... Reactants: O=[N+]([O-])C(Br)(CO)CO, O=C([O-])O, CC(C)=O, [Na+]. Yields the product CC1(C)OCC(Br)([N+](=O)[O-])CO1. RXN SMILES: [Br:1][C:2]([CH2:3][OH:4])([CH2:5][OH:6])[N+:7](=[O:8])[O-:9].[C:14](=[O:15])([OH:16])[O-:17].[CH3:10][C:11]([CH3:12])=[O:13].[Na+:18]>>[Br:1][C:2]1([N+:7](=[O:8])[O-:9])[CH2:3][O:4][C:11]([CH3:10])([CH3:12])[O:6][CH2:5]1.